This data is from the Open Reaction Database (ORD), a public repository of structured organic reaction records. The task is: describe an organic reaction: reactants, conditions, products, and yield The reactants are C(C)(=O)C1=CC=CC=C1 (acetophenone), [Li+].C[Si](C)(C)[N-][Si](C)(C)C (LiHMDS), O.NN (hydrazine hydrate), CSCCC(=O)Cl (3-(methylthio)propanoyl chloride). Solvent: C1(=CC=CC=C1)C (toluene), CCO (EtOH), CC(=O)O (AcOH). Reaction conditions: time 5 minute. Yields the product CSCCC1=CC(=NN1)C1=CC=CC=C1 (5-(2-(Methylthio)ethyl)-3-phenyl-1H-pyrazole). Yield: 71.6%. RXN SMILES: [C:1]([C:4]1[CH:9]=[CH:8][CH:7]=[CH:6][CH:5]=1)(=O)[CH3:2].[Li+].C[Si]([N-][Si](C)(C)C)(C)C.[CH3:20][S:21][CH2:22][CH2:23][C:24](Cl)=O.O.[NH2:28][NH2:29]>C1(C)C=CC=CC=1.CCO.CC(O)=O>[CH3:20][S:21][CH2:22][CH2:23][C:24]1[NH:29][N:28]=[C:1]([C:4]2[CH:9]=[CH:8][CH:7]=[CH:6][CH:5]=2)[CH:2]=1 |f:1.2,4.5|. Procedure: To a solution of acetophenone (5.0 g, 41.6 mmol) in dry toluene (10 mL) was added LiHMDS (1.0 M in toluene, 42 mL, 42 mmol) via syringe at 0° C. under argon. After 5 min, 3-(methylthio)propanoyl chloride (5.77 g, 41.6 mmol) was added in one portion via syringe. The ice bath was removed and AcOH (5 mL), EtOH (100 mL), and hydrazine hydrate (6.25 g, 125 mmol) were added. The mixture was refluxed for 2 h, cooled to room temperature, and concentrated. The residue was partitioned between EtOAc and wa... Starting materials: FC1=C(C=CC(=C1)F)C1=CC=CC=C1 (2,4-difluorobiphenyl), COCCC(=O)Cl (3-methoxypropionyl chloride). The solvent is CCOCC (ether). Yields the product FC1=C(C=CC(=C1)F)C1=CC=C(C=C1)C(CCOC)=O (1-(2',4'-difluoro-4-biphenylyl)-3-methoxypropan-1-one). As a reaction SMILES: [F:1][C:2]1[CH:7]=[C:6]([F:8])[CH:5]=[CH:4][C:3]=1[C:9]1[CH:14]=[CH:13][CH:12]=[CH:11][CH:10]=1.[CH3:15][O:16][CH2:17][CH2:18][C:19](Cl)=[O:20]>CCOCC>[F:1][C:2]1[CH:7]=[C:6]([F:8])[CH:5]=[CH:4][C:3]=1[C:9]1[CH:14]=[CH:13][C:12]([C:19](=[O:20])[CH2:18][CH2:17][O:16][CH3:15])=[CH:11][CH:10]=1. Procedure: A solution of 2.62 g. of 1-(2',4'-difluoro-4-biphenylyl)-3-hydroxypropan-1-one, obtained by acylating 2,4-difluorobiphenyl with 3-methoxypropionyl chloride to give 1-(2',4'-difluoro-4-biphenylyl)-3-methoxypropan-1-one and subsequently effecting ether scission, in 20 ml. of THF is added dropwise, at 20° to stirred Grignard solution prepared from 3 g. of methyl iodide and 0.5 g. of magnesium in 100 ml. of ether. The mixture is stirred for 4 hours more and the resulting alcoholate is decomposed wit... The reactants are C1CCOC1, C(=NC1CCCCC1)=NC1CCCCC1, CCCCCc1cc(O)c2c(c1)OC(C)(C)C1CC=C(C(=O)O)CC21, O=C1CCC(=O)N1O. Product: CCCCCc1cc(O)c2c(c1)OC(C)(C)C1CC=C(C(=O)ON3C(=O)CCC3=O)CC21. RXN SMILES: [CH2:49]1[O:50][CH2:51][CH2:52][CH2:53]1.[CH:26]1([N:27]=[C:28]=[N:29][CH:30]2[CH2:31][CH2:32][CH2:33][CH2:34][CH2:35]2)[CH2:36][CH2:37][CH2:38][CH2:39][CH2:40]1.[OH:1][c:2]1[cH:3][c:4]([CH2:21][CH2:22][CH2:23][CH2:24][CH3:25])[cH:5][c:6]2[c:11]1[CH:10]1[CH:9]([C:8]([CH3:19])([CH3:20])[O:7]2)[CH2:15][CH:14]=[C:13]([C:16](=[O:17])[OH:18])[CH2:12]1.[OH:41][N:42]1[C:43](=[O:48])[CH2:44][CH2:45][C:46]1=[O:47]>>[OH:1][c:2]1[cH:3][c:4]([CH2:21][CH2:22][CH2:23][CH2:24][CH3:25])[cH:5][c:6]2[c:11]1[CH:10]1[CH:9]([C:8]([CH3:19])([CH3:20])[O:7]2)[CH2:15][CH:14]=[C:13]([C:16](=[O:17])[O:18][N:42]2[C:43](=[O:48])[CH2:44][CH2:45][C:46]2=[O:47])[CH2:12]1. Starting materials: C1(=CC=CC=C1)C(N1C(C(C2=CC=CC=C12)C1=C(C=CC(=C1)F)O)=O)C1=CC=CC=C1 (1-(diphenylmethyl)-3-(5-fluoro-2-hydroxyphenyl)-1,3-dihydro-2H-indol-2-one), C1(=CC=CC=C1)C(N1C(C(C2=CC=CC=C12)C1=C(C=C(C(=C1)C)OC)O)=O)C1=CC=CC=C1 (1-(diphenylmethyl)-3-(2-hydroxy-4-methoxy-5-methylphenyl)-1,3-dihydro-2H-indol-2-one). The product is C1(=CC=CC=C1)C(N1C(C2(C3=CC=CC=C13)COC1=C2C=C(C=C1)F)=O)C1=CC=CC=C1 (1′-(diphenylmethyl)-5-fluorospiro[1-benzofuran-3,3′-indol]-2′(1′H)-one). Reaction SMILES: [C:1]1([CH:7]([C:26]2[CH:31]=[CH:30][CH:29]=[CH:28][CH:27]=2)[N:8]2[C:16]3[C:11](=[CH:12][CH:13]=[CH:14][CH:15]=3)[CH:10]([C:17]3[CH:22]=[C:21]([F:23])[CH:20]=[CH:19][C:18]=3[OH:24])[C:9]2=[O:25])[CH:6]=[CH:5][CH:4]=[CH:3][CH:2]=1.[C:32]1(C(C2C=CC=CC=2)N2C3C(=CC=CC=3)C(C3C=C(C)C(OC)=CC=3O)C2=O)C=CC=CC=1>>[C:26]1([CH:7]([C:1]2[CH:2]=[CH:3][CH:4]=[CH:5][CH:6]=2)[N:8]2[C:16]3[C:11](=[CH:12][CH:13]=[CH:14][CH:15]=3)[C:10]3([C:17]4[CH:22]=[C:21]([F:23])[CH:20]=[CH:19][C:18]=4[O:24][CH2:32]3)[C:9]2=[O:25])[CH:31]=[CH:30][CH:29]=[CH:28][CH:27]=1. Procedure details: Following the procedure as described in EXAMPLE 2 and making non-critical variations using 1-(diphenylmethyl)-3-(5-fluoro-2-hydroxyphenyl)-1,3-dihydro-2H-indol-2-one to replace 1-(diphenylmethyl)-3-(2-hydroxy-4-methoxy-5-methylphenyl)-1,3-dihydro-2H-indol-2-one, 1′-(diphenylmethyl)-5-fluorospiro[1-benzofuran-3,3′-indol]-2′(1′H)-one was obtained (56%) as a colorless solid: mp 182-184° C.; 1H NMR (300 MHz, CDCl3) δ 7.43-7.25 (m, 10H), 7.17-7.10 (m, 1H), 7.07-6.84 (m, 5H), 6.56-6.49 (m, 1H), 6.39-6... The reactants are COC=1C=C(C=CC1)C(C)=O (3′-methoxyacetophenone), C(#N)CC(=O)OCC (ethyl cyanoacetate), C(#N)CC(=O)OCC (ethyl cyanoacetate), C(C)(=O)[O-].[NH4+] (ammonium acetate). Solvent: C1=CC=CC=C1 (benzene), C(C)(=O)O (acetic acid), C(C)(=O)OCC (ethyl acetate), C(C)(=O)O (acetic acid). Conditions: time 10 hour. Product: C(C)OC(C(=C(C)C1=CC(=CC=C1)OC)C#N)=O (2-Cyano-3-[3-methoxyphenyl]-but-2-enoic acid ethyl ester). As a reaction SMILES: [CH3:1][O:2][C:3]1[CH:4]=[C:5]([C:9](=O)[CH3:10])[CH:6]=[CH:7][CH:8]=1.[C:12]([CH2:14][C:15]([O:17][CH2:18][CH3:19])=[O:16])#[N:13].C([O-])(=O)C.[NH4+]>C(OCC)(=O)C.C(O)(=O)C.C1C=CC=CC=1>[CH2:18]([O:17][C:15](=[O:16])[C:14]([C:12]#[N:13])=[C:9]([C:5]1[CH:6]=[CH:7][CH:8]=[C:3]([O:2][CH3:1])[CH:4]=1)[CH3:10])[CH3:19] |f:2.3|. Procedure: A mixture of 3′-methoxyacetophenone (50 mmol), ethyl cyanoacetate (50 mmol), acetic acid (1.14 mL) ammonium acetate (400 mg), and benzene (50 mL) is heated to reflux in a Dean-Stark apparatus. After approximately 10 hours, additional ethyl cyanoacetate (50 mmol), acetic acid (1.14 mL), and ammonium acetate (400 mg) are added. After an additional 10 hours, the reaction is cooled to room temperature, diluted with ethyl acetate (30 mL), washed with water (240 mL), brine (40 mL), and dried (Na2SO4).... Reactants: O=C(Cl)C(=O)Cl, ClCCl, CN(C)C=O, O=C(O)c1ccccc1Oc1ccccc1. Product: [Cl-], O=C(O)c1ccccc1Oc1ccccc1. As a reaction SMILES: [Cl:22][C:23]([C:24]([Cl:25])=[O:26])=[O:27].[Cl:28][CH2:29][Cl:30].[O:17]=[CH:18][N:19]([CH3:20])[CH3:21].[O:1]([c:2]1[cH:3][cH:4][cH:5][cH:6][cH:7]1)[c:8]1[c:9]([C:10](=[O:11])[OH:12])[cH:13][cH:14][cH:15][cH:16]1>>[Cl-:22].[O:1]([c:2]1[cH:3][cH:4][cH:5][cH:6][cH:7]1)[c:8]1[c:9]([C:10](=[O:11])[OH:12])[cH:13][cH:14][cH:15][cH:16]1. The reactants are CO, Cl, [Na+], C1CCOC1, [OH-], O, COC(=O)CC1COc2cc(OCc3cccc(-c4c(C)cc(OCC5(O)CCS(=O)(=O)CC5)cc4C)c3)ccc21. The product is Cc1cc(OCC2(O)CCS(=O)(=O)CC2)cc(C)c1-c1cccc(COc2ccc3c(c2)OCC3CC(=O)O)c1. As a reaction SMILES: [CH3:42][OH:43].[ClH:46].[Na+:45].[O:48]1[CH2:49][CH2:50][CH2:51][CH2:52]1.[OH-:44].[OH2:47].[OH:1][C:2]1([CH2:10][O:11][c:12]2[cH:13][c:14]([CH3:41])[c:15](-[c:19]3[cH:20][c:21]([CH2:25][O:26][c:27]4[cH:28][c:29]5[c:30]([cH:39][cH:40]4)[CH:31]([CH2:34][C:35](=[O:36])[O:37][CH3:38])[CH2:32][O:33]5)[cH:22][cH:23][cH:24]3)[c:16]([CH3:18])[cH:17]2)[CH2:3][CH2:4][S:5](=[O:8])(=[O:9])[CH2:6][CH2:7]1>>[OH:1][C:2]1([CH2:10][O:11][c:12]2[cH:13][c:14]([CH3:41])[c:15](-[c:19]3[cH:20][c:21]([CH2:25][O:26][c:27]4[cH:28][c:29]5[c:30]([cH:39][cH:40]4)[CH:31]([CH2:34][C:35](=[O:36])[OH:37])[CH2:32][O:33]5)[cH:22][cH:23][cH:24]3)[c:16]([CH3:18])[cH:17]2)[CH2:3][CH2:4][S:5](=[O:8])(=[O:9])[CH2:6][CH2:7]1. The reactants are CCOC1CNCC1Nc1nc(CC)c(-c2ccc(Cl)cc2Cl)nc1CC, CCOC1CN(C(=O)[O-])CC1Nc1nc(CC)c(-c2ccc(OC)cc2Cl)nc1CC. Yields the product CCOC1CNCC1Nc1nc(CC)c(-c2ccc(OC)cc2Cl)nc1CC. As a reaction SMILES: [Cl:1][c:2]1[cH:3][c:4]([Cl:5])[cH:6][cH:7][c:8]1-[c:9]1[n:10][c:11]([CH2:12][CH3:13])[c:14]([NH:15][CH:16]2[CH:17]([O:18][CH2:19][CH3:20])[CH2:21][NH:22][CH2:23]2)[n:24][c:25]1[CH2:26][CH3:27].[Cl:28][c:29]1[c:30](-[c:37]2[n:38][c:39]([CH2:57][CH3:58])[c:40]([NH:45][CH:46]3[CH2:47][N:48]([C:54]([O-:55])=[O:56])[CH2:49][CH:50]3[O:51][CH2:52][CH3:53])[n:41][c:42]2[CH2:43][CH3:44])[cH:31][cH:32][c:33]([O:35][CH3:36])[cH:34]1>>[Cl:28][c:29]1[c:30](-[c:37]2[n:38][c:39]([CH2:57][CH3:58])[c:40]([NH:45][CH:46]3[CH2:47][NH:48][CH2:49][CH:50]3[O:51][CH2:52][CH3:53])[n:41][c:42]2[CH2:43][CH3:44])[cH:31][cH:32][c:33]([O:35][CH3:36])[cH:34]1. Starting materials: C1(=CC=CC=C1)CS(=O)(=O)C=1C=C2CC(NC2=CC1)=O (5-phenylmethanesulfonyl-1,3-dihydro-indol-2-one), CC1=C(NC(=C1CC(=O)N1CCN(CC1)C)C)C=O (3,5-dimethyl-4-[2-(4-methyl-piperazin-1-yl)-2-oxo-ethyl]-1H-pyrrole-2-carbaldehyde), N1CCCCC1 (piperidine). Run in C(C)O (ethanol). Conditions: time 48 hour. The product is CC1=C(NC(=C1CC(=O)N1CCN(CC1)C)C)\C=C\1/C(NC2=CC=C(C=C12)S(=O)(=O)CC1=CC=CC=C1)=O (3-[1-{3,5-Dimethyl-4-[2-(4-methyl-piperazin-1-yl)-2-oxo-ethyl]-1H-pyrrol-2-yl}-meth-(Z)-ylidene]-5-phenylmethanesulfonyl-1,3-dihydro-indol-2-one). As a reaction SMILES: [C:1]1([CH2:7][S:8]([C:11]2[CH:12]=[C:13]3[C:17](=[CH:18][CH:19]=2)[NH:16][C:15](=[O:20])[CH2:14]3)(=[O:10])=[O:9])[CH:6]=[CH:5][CH:4]=[CH:3][CH:2]=1.[CH3:21][C:22]1[C:26]([CH2:27][C:28]([N:30]2[CH2:35][CH2:34][N:33]([CH3:36])[CH2:32][CH2:31]2)=[O:29])=[C:25]([CH3:37])[NH:24][C:23]=1[CH:38]=O.N1CCCCC1>C(O)C>[CH3:21][C:22]1[C:26]([CH2:27][C:28]([N:30]2[CH2:31][CH2:32][N:33]([CH3:36])[CH2:34][CH2:35]2)=[O:29])=[C:25]([CH3:37])[NH:24][C:23]=1/[CH:38]=[C:14]1\[C:15](=[O:20])[NH:16][C:17]2[C:13]\1=[CH:12][C:11]([S:8]([CH2:7][C:1]1[CH:2]=[CH:3][CH:4]=[CH:5][CH:6]=1)(=[O:10])=[O:9])=[CH:19][CH:18]=2. Reported procedure: A mixture of 5-phenylmethanesulfonyl-1,3-dihydro-indol-2-one (100 mg, 0.35 mmol), 3,5-dimethyl-4-[2-(4-methyl-piperazin-1-yl)-2-oxo-ethyl]-1H-pyrrole-2-carbaldehyde (174 mg, 0.68 mmol) and piperidine (0.5 eq.) in ethanol (2 mL) was stirred at rt for 48 hours. The reaction was concentrated and triturated with acetone to give the titled compound as a pale orange solid.